This data is from the Open Reaction Database (ORD), a public repository of structured organic reaction records. The task is: describe an organic reaction: reactants, conditions, products, and yield Starting materials: C[O-], CN1C(=O)C(C)(C)c2ccc(Cl)nc21, [Na+], CN(C)C=O, O. Product: COc1ccc2c(n1)N(C)C(=O)C2(C)C. RXN SMILES: [CH3:15][O-:16].[Cl:1][c:2]1[cH:3][cH:4][c:5]2[c:6]([n:7]1)[N:8]([CH3:14])[C:9](=[O:13])[C:10]2([CH3:11])[CH3:12].[Na+:17].[O:19]=[CH:20][N:21]([CH3:22])[CH3:23].[OH2:18]>>[c:2]1([O:16][CH3:15])[cH:3][cH:4][c:5]2[c:6]([n:7]1)[N:8]([CH3:14])[C:9](=[O:13])[C:10]2([CH3:11])[CH3:12]. The reactants are OC1=CC=C2C(=C(C(C2=C1)=O)C=1C=NC=CC1)C1=CC=CC=C1 (6-Hydroxy-3-phenyl-2-(pyridin-3-yl)-1H-inden-1-one), BrC=1C(C2=CC(=CC=C2C1C1=CC=CC=C1)O)=O (2-bromo-6-hydroxy-3-phenyl-1H-inden-1-one), CN(CCO)C (2-(dimethylamino)ethanol). Product: CN(CCOC1=CC=C2C(=C(C(C2=C1)=O)C=1C=NC=CC1)C1=CC=CC=C1)C (6-(2-(Dimethylamino)ethoxy)-3-phenyl-2-(pyridin-3-yl)-1H-inden-1-one). The yield is 45.0%. Reaction SMILES: [OH:1][C:2]1[CH:10]=[C:9]2[C:5]([C:6]([C:18]3[CH:23]=[CH:22][CH:21]=[CH:20][CH:19]=3)=[C:7]([C:12]3[CH:13]=[N:14][CH:15]=[CH:16][CH:17]=3)[C:8]2=[O:11])=[CH:4][CH:3]=1.BrC1C(=O)C2C(C=1C1C=CC=CC=1)=CC=C(O)C=2.[CH3:42][N:43]([CH3:47])[CH2:44][CH2:45]O>>[CH3:42][N:43]([CH3:47])[CH2:44][CH2:45][O:1][C:2]1[CH:10]=[C:9]2[C:5]([C:6]([C:18]3[CH:19]=[CH:20][CH:21]=[CH:22][CH:23]=3)=[C:7]([C:12]3[CH:13]=[N:14][CH:15]=[CH:16][CH:17]=3)[C:8]2=[O:11])=[CH:4][CH:3]=1. Reported procedure: The procedure of Step 6 of Example 1 was repeated except for using 6-hydroxy-3-phenyl-2-(pyridin-3-yl)-1H-inden-1-one obtained in Step 1 of Example 55 as a starting material instead of 2-bromo-6-hydroxy-3-phenyl-1H-inden-1-one, 2-(dimethylamino)ethanol instead of 4-(2-hydroxyethyl)morpholine, and being recrystallized with EtOAc to obtain the title compound (45%).